Dataset: the Open Reaction Database (ORD), a public repository of structured organic reaction records. Task: describe an organic reaction: reactants, conditions, products, and yield Reactants: compound 5, BrC1=CC(=C(C(=O)NCCC)C=C1)F (4-Bromo-2-fluoro-N-propylbenzamide), NC(C(=O)O)(C)C (2-aminoisobutyric acid), C(=O)([O-])[O-].[K+].[K+] (K2CO3), C(C)(=O)C1C(CCCC1)=O (2-Acetylcyclohexanone), C(CC(O)(C(=O)O)CC(=O)O)(=O)O (citric acid). Reagents/catalysts: [Cu]I (CuI). The solvent is CN(C)C=O (DMF), O (water). Run at temperature 100 celsius. The product is C(CC)NC(=O)C1=C(C=C(C=C1)NC(C(=O)O)(C)C)F (2-(4-(propylcarbamoyl)-3-fluorophenylamino)-2-methylpropanoic acid). Isolated yield 148.2%. Reaction SMILES: Br[C:2]1[CH:13]=[CH:12][C:5]([C:6]([NH:8][CH2:9][CH2:10][CH3:11])=[O:7])=[C:4]([F:14])[CH:3]=1.[NH2:15][C:16]([CH3:21])([CH3:20])[C:17]([OH:19])=[O:18].C([O-])([O-])=O.[K+].[K+].C(C1CCCCC1=O)(=O)C.C(O)(=O)CC(CC(O)=O)(C(O)=O)O>CN(C=O)C.[Cu]I.O>[CH2:9]([NH:8][C:6]([C:5]1[CH:12]=[CH:13][C:2]([NH:15][C:16]([CH3:21])([CH3:20])[C:17]([OH:19])=[O:18])=[CH:3][C:4]=1[F:14])=[O:7])[CH2:10][CH3:11] |f:2.3.4|. Reported procedure: The title compound, made in accordance with General Method 3, may be used to prepare compound 5 in accordance with General Method 1. 4-Bromo-2-fluoro-N-propylbenzamide (620 mg, 2.39 mmol), 2-aminoisobutyric acid (422 mg, 4.09 mmol), CuI (100 mg, 0.6 mmol), TEA (catalytic amount) and K2CO3 (1.13 g, 8.1 mmol) were dissolved in DMF (8 mL) and water (2 mL) stirred at RT for 5 min. 2-Acetylcyclohexanone (0.13 g, 0.3 mmol) was added and the reaction mixture was heated at 100° C. for 18 h. The reaction... The reactants are C(C)(C)(C)OC(CON(CC1=CC=C(C=C1)F)C(C=C1OC(OC1=O)(C)C)=O)=O ([[2-(2,2-dimethyl-5-oxo-[1,3]-dioxolan-4-ylidene)-acetyl]-(4-fluorobenzyl)-aminooxy]-acetic acid tert-butyl ester), FC(C(=O)O)(F)F (trifluoroacetic acid). The solvent is ClCCl (dichloromethane). Conditions: time 2 hour. The product is CC1(OC(C(O1)=CC(=O)N(OCC(=O)O)CC1=CC=C(C=C1)F)=O)C ([[2-(2,2-Dimethyl-5-oxo-[1,3]-dioxolan-4-ylidene)-acetyl]-(4-fluorobenzyl)-aminooxy]-acetic acid). The yield is 100.2%. RXN SMILES: C([O:5][C:6](=[O:29])[CH2:7][O:8][N:9]([C:18](=[O:28])[CH:19]=[C:20]1[C:24](=[O:25])[O:23][C:22]([CH3:27])([CH3:26])[O:21]1)[CH2:10][C:11]1[CH:16]=[CH:15][C:14]([F:17])=[CH:13][CH:12]=1)(C)(C)C.FC(F)(F)C(O)=O>ClCCl>[CH3:26][C:22]1([CH3:27])[O:21][C:20](=[CH:19][C:18]([N:9]([CH2:10][C:11]2[CH:12]=[CH:13][C:14]([F:17])=[CH:15][CH:16]=2)[O:8][CH2:7][C:6]([OH:29])=[O:5])=[O:28])[C:24](=[O:25])[O:23]1. Procedure details: A solution [[2-(2,2-dimethyl-5-oxo-[1,3]-dioxolan-4-ylidene)-acetyl]-(4-fluorobenzyl)-aminooxy]-acetic acid tert-butyl ester (0.60 g, 1.46 mmol) in dichloromethane (15 ml) was treated at 22° C. with trifluoroacetic acid (4 ml) and the resulting mixture was stirred for 2h. Evaporation of the solvent in vacuo gave 0.517 g (100% yield) of the title material as a white solid. 1HNMR 400 MHz (CDCl3) δ (ppm): 1.79 (6H, s, CH3), 4.41 (2H, s, CH2), 4.88 (2H, s, CH2), 6.4 (1H, broad, CH), 7.09 (2H, m, aro... Conditions: temperature 60 celsius. Procedure: In a typical reaction, 2,2,2-trifluoro-N-(4-methoxyphenyl)acetimidoyl chloride and a slight excess of 3,3-diethoxyprop-1-yne are mixed with about 0.3 equivalents of copper (I) iodide and slight excesses of potassium phosphate and potassium iodide in anhydrous acetonitrile. The mixture is heated at about 60° C. under a nitrogen atmosphere until the reaction is complete. After cooling, an extraction solvent like a halogenated hydrocarbon is added to the mixture along with water. The organic layer ... The solvent is C(C)#N (acetonitrile), O (water). Reagents/catalysts: [Cu]I (copper (I) iodide). The product is C(C)OC(C#CC(C(F)(F)F)=NC1=CC=C(C=C1)OC)OCC (N-(5,5-diethoxy-1,1,1-trifluoro-pent-3-yn-2-ylidene)-4-methoxyaniline). As a reaction SMILES: [F:1][C:2]([F:15])([F:14])[C:3](Cl)=[N:4][C:5]1[CH:10]=[CH:9][C:8]([O:11][CH3:12])=[CH:7][CH:6]=1.[CH2:16]([O:18][CH:19]([O:22][CH2:23][CH3:24])[C:20]#[CH:21])[CH3:17].P([O-])([O-])([O-])=O.[K+].[K+].[K+].[I-].[K+]>C(#N)C.[Cu]I.O>[CH2:16]([O:18][CH:19]([O:22][CH2:23][CH3:24])[C:20]#[C:21][C:3](=[N:4][C:5]1[CH:10]=[CH:9][C:8]([O:11][CH3:12])=[CH:7][CH:6]=1)[C:2]([F:15])([F:14])[F:1])[CH3:17] |f:2.3.4.5,6.7|. The reactants are FC(C(=NC1=CC=C(C=C1)OC)Cl)(F)F (2,2,2-trifluoro-N-(4-methoxyphenyl)acetimidoyl chloride), C(C)OC(C#C)OCC (3,3-diethoxyprop-1-yne), P(=O)([O-])([O-])[O-].[K+].[K+].[K+] (potassium phosphate), [I-].[K+] (potassium iodide), halogenated hydrocarbon.